This data is from the Open Reaction Database (ORD), a public repository of structured organic reaction records. The task is: describe an organic reaction: reactants, conditions, products, and yield Starting materials: C1CCOC1, CCO, O=C(OCC1c2ccccc2-c2ccccc21)N1CCCC(Nc2c([N+](=O)[O-])cnc3c2ccn3S(=O)(=O)c2ccccc2)C1. Yields the product Nc1cnc2c(ccn2S(=O)(=O)c2ccccc2)c1NC1CCCN(C(=O)OCC2c3ccccc3-c3ccccc32)C1. As a reaction SMILES: [CH2:46]1[O:47][CH2:48][CH2:49][CH2:50]1.[CH3:51][CH2:52][OH:53].[cH:1]1[cH:2][cH:3][cH:4][c:5]2[c:13]1[CH:12]([CH2:14][O:15][C:16](=[O:17])[N:18]1[CH2:19][CH:20]([NH:24][c:25]3[c:26]4[c:27]([n:28][cH:29][c:30]3[N+:31]([O-:32])=[O:33])[n:34]([S:37](=[O:38])(=[O:39])[c:40]3[cH:41][cH:42][cH:43][cH:44][cH:45]3)[cH:35][cH:36]4)[CH2:21][CH2:22][CH2:23]1)[c:11]1[c:6]-2[cH:7][cH:8][cH:9][cH:10]1>>[cH:1]1[cH:2][cH:3][cH:4][c:5]2[c:13]1[CH:12]([CH2:14][O:15][C:16](=[O:17])[N:18]1[CH2:19][CH:20]([NH:24][c:25]3[c:26]4[c:27]([n:28][cH:29][c:30]3[NH2:31])[n:34]([S:37](=[O:38])(=[O:39])[c:40]3[cH:41][cH:42][cH:43][cH:44][cH:45]3)[cH:35][cH:36]4)[CH2:21][CH2:22][CH2:23]1)[c:11]1[c:6]-2[cH:7][cH:8][cH:9][cH:10]1. The reactants are C(C)(C)(C)OC(=O)N[C@H]1[C@H](CCCC1)NC1=NC(=NC2=CC=C(C=C12)OC)NC(=O)OCC (cis-N-tert-butoxycarbonyl-2-(2-ethoxycarbonylamino-6-methoxyquinazolin-4-yl)aminocyclohexylamine), [OH-].[K+] (potassium hydroxide), [Cl-].[NH4+] (ammonium chloride). Run in CO (methanol). Reaction conditions: time 3 hour. Yields the product NC1=NC2=CC=C(C=C2C(=N1)N[C@@H]1[C@@H](CCCC1)NC(=O)OC(C)(C)C)OC (cis-2-(2-Amino-6-methoxyquinazolin-4-yl)amino-N-tert-butoxycarbonylcyclohexylamine). The yield is 98.8%. RXN SMILES: [C:1]([O:5][C:6]([NH:8][C@@H:9]1[CH2:14][CH2:13][CH2:12][CH2:11][C@@H:10]1[NH:15][C:16]1[C:25]2[C:20](=[CH:21][CH:22]=[C:23]([O:26][CH3:27])[CH:24]=2)[N:19]=[C:18]([NH:28]C(OCC)=O)[N:17]=1)=[O:7])([CH3:4])([CH3:3])[CH3:2].[OH-].[K+].[Cl-].[NH4+]>CO>[NH2:28][C:18]1[N:17]=[C:16]([NH:15][C@H:10]2[CH2:11][CH2:12][CH2:13][CH2:14][C@H:9]2[NH:8][C:6]([O:5][C:1]([CH3:2])([CH3:3])[CH3:4])=[O:7])[C:25]2[C:20](=[CH:21][CH:22]=[C:23]([O:26][CH3:27])[CH:24]=2)[N:19]=1 |f:1.2,3.4|. Procedure details: A solution of 300 mg of cis-N-tert-butoxycarbonyl-2-(2-ethoxycarbonylamino-6-methoxyquinazolin-4-yl)aminocyclohexylamine in 10 mL of methanol was combined with a 50 mg of potassium hydroxide powder, and stirred at room temperature for 3 hours. The reaction solution was neutralized by addition of a saturated aqueous solution of ammonium chloride, and then extracted with chloroform and dried. After the solvent was distilled off, the residue was purified by column chromatography on silica gel (chlo... The reactants are NC1=C(C(=O)N)C=C(C=N1)Cl (2-amino-5-chloronicotinamide), N1(CCOCC1)C=1C=C(C=CC1)CN (1-(3-morpholin-4-ylphenyl)methanamine). The product is Cl.ClC=1C=C(C(N(C1)CC1=CC(=CC=C1)N1CCOCC1)=N)C(=O)N (5-chloro-2-imino-1-(3-morpholin-4-ylbenzyl)-1,2-dihydropyridine-3-carboxamide hydrochloride). RXN SMILES: [NH2:1][C:2]1[N:10]=[CH:9][C:8]([Cl:11])=[CH:7][C:3]=1[C:4]([NH2:6])=[O:5].[N:12]1([C:18]2[CH:19]=[C:20]([CH2:24]N)[CH:21]=[CH:22][CH:23]=2)[CH2:17][CH2:16][O:15][CH2:14][CH2:13]1>>[ClH:11].[Cl:11][C:8]1[CH:7]=[C:3]([C:4]([NH2:6])=[O:5])[C:2](=[NH:1])[N:10]([CH2:24][C:20]2[CH:21]=[CH:22][CH:23]=[C:18]([N:12]3[CH2:17][CH2:16][O:15][CH2:14][CH2:13]3)[CH:19]=2)[CH:9]=1 |f:2.3|. Reported procedure: According to the method of Example 179, 2-amino-5-chloronicotinamide was reacted with 1-(3-morpholin-4-ylphenyl)methanamine to give the title compound.